Dataset: the Open Reaction Database (ORD), a public repository of structured organic reaction records. Task: describe an organic reaction: reactants, conditions, products, and yield Yields the product NC=1C=C(C=CC1)C1=CC(=NC(=C1)C1=NC(=CC=C1)CN(CC(=O)O)CC(=O)O)C1=NC(=CC=C1)CN(CC(=O)O)CC(=O)O (4'-(3-Aminophenyl)-6,6"-bis[N,N-bis(carboxymethyl)-aminomethyl)-2,2';6',2"-terpyridine). The solvent is [OH-].[K+].CCO (KOH EtOH). Starting materials: tetraester, NC=1C=C(C=CC1)C1=CC(=NC(=C1)C1=NC(=CC=C1)CN(CC(=O)OCC)CC(=O)OCC)C1=NC(=CC=C1)CN(CC(=O)OCC)CC(=O)OCC (4'-(3-Aminophenyl)-6,6"-bis[N,N-bis(ethoxycarbonylmethyl)aminomethyl]-2,2';6',2"-terpyridine). Run at time 2 hour. Procedure details: The corresponding tetraester, 10c (0.10 g, 0.17 mmol) was dissolved in 5 ml 0.5M KOH-EtOH solution. After 2 hours stirring at room temperature, the ethanol was evaporated to dryness and water was added. The mixture was stirred at room temperature for 30 min whereafter the product was precipitated with 2M hydrochloric acid. Reaction SMILES: [NH2:1][C:2]1[CH:3]=[C:4]([C:8]2[CH:13]=[C:12]([C:14]3[CH:19]=[CH:18][CH:17]=[C:16]([CH2:20][N:21]([CH2:28][C:29]([O:31]CC)=[O:30])[CH2:22][C:23]([O:25]CC)=[O:24])[N:15]=3)[N:11]=[C:10]([C:34]3[CH:39]=[CH:38][CH:37]=[C:36]([CH2:40][N:41]([CH2:48][C:49]([O:51]CC)=[O:50])[CH2:42][C:43]([O:45]CC)=[O:44])[N:35]=3)[CH:9]=2)[CH:5]=[CH:6][CH:7]=1>[OH-].[K+].CCO>[NH2:1][C:2]1[CH:3]=[C:4]([C:8]2[CH:9]=[C:10]([C:34]3[CH:39]=[CH:38][CH:37]=[C:36]([CH2:40][N:41]([CH2:42][C:43]([OH:45])=[O:44])[CH2:48][C:49]([OH:51])=[O:50])[N:35]=3)[N:11]=[C:12]([C:14]3[CH:19]=[CH:18][CH:17]=[C:16]([CH2:20][N:21]([CH2:22][C:23]([OH:25])=[O:24])[CH2:28][C:29]([OH:31])=[O:30])[N:15]=3)[CH:13]=2)[CH:5]=[CH:6][CH:7]=1 |f:1.2.3|. The product is CC(C)(C)c1nc2c(Cl)cc(F)c(-n3c(=O)cc(C(F)(F)F)n(N)c3=O)c2o1. Reactants: CC(C)(C)c1nc2c(Cl)cc(F)c(-n3c(=O)cc(C(F)(F)F)[nH]c3=O)c2o1, O=C([O-])[O-], [Cl-], [K+], [K+], Cc1cc(C)c(S(=O)(=O)ON)c(C)c1, [NH4+], C1CCOC1. RXN SMILES: [C:1]([CH3:2])([CH3:3])([CH3:4])[c:5]1[o:6][c:7]2[c:8]([n:9]1)[c:10]([Cl:27])[cH:11][c:12]([F:26])[c:13]2-[n:14]1[c:15](=[O:25])[nH:16][c:17]([C:21]([F:22])([F:23])[F:24])[cH:18][c:19]1=[O:20].[C:28](=[O:29])([O-:30])[O-:31].[Cl-:48].[K+:32].[K+:33].[NH2:34][O:35][S:36]([c:37]1[c:38]([CH3:39])[cH:40][c:41]([CH3:42])[cH:43][c:44]1[CH3:45])(=[O:46])=[O:47].[NH4+:49].[O:50]1[CH2:51][CH2:52][CH2:53][CH2:54]1>>[C:1]([CH3:2])([CH3:3])([CH3:4])[c:5]1[o:6][c:7]2[c:8]([n:9]1)[c:10]([Cl:27])[cH:11][c:12]([F:26])[c:13]2-[n:14]1[c:15](=[O:25])[n:16]([NH2:34])[c:17]([C:21]([F:22])([F:23])[F:24])[cH:18][c:19]1=[O:20]. The reactants are C1(CCCC1)OCCOC1=C(C=C2C(=NC=NC2=C1)OC1=CC=CC=C1)OC (7-(2-cyclopentyloxyethoxy)-6-methoxy-4-phenoxyquinazoline), Cl (hydrochloric acid). The solvent is O (Water). Reaction conditions: temperature 90 celsius. Product: C1(CCCC1)OCCOC1=C(C=C2C(NC=NC2=C1)=O)OC (7-(2-cyclopentyloxyethoxy)-6-methoxy-3,4-dihydroquinazolin-4-one). Yield: 73.9%. As a reaction SMILES: [CH:1]1([O:6][CH2:7][CH2:8][O:9][C:10]2[CH:19]=[C:18]3[C:13]([C:14]([O:20]C4C=CC=CC=4)=[N:15][CH:16]=[N:17]3)=[CH:12][C:11]=2[O:27][CH3:28])[CH2:5][CH2:4][CH2:3][CH2:2]1.Cl>O>[CH:1]1([O:6][CH2:7][CH2:8][O:9][C:10]2[CH:19]=[C:18]3[C:13]([C:14](=[O:20])[NH:15][CH:16]=[N:17]3)=[CH:12][C:11]=2[O:27][CH3:28])[CH2:2][CH2:3][CH2:4][CH2:5]1. Procedure details: A mixture of 7-(2-cyclopentyloxyethoxy)-6-methoxy-4-phenoxyquinazoline (470 mg, 1.2 mmol) and 2M hydrochloric acid (6 ml) was heated at 90° C. for 2 hours and allowed to cool. Water was added, and the product was extracted with methylene chloride. The combined extracts were washed with aqueous sodium hydrogen carbonate, passed through phase separating paper and the solvent was removed by evaporation. Trituration with ethyl acetate give 7-(2-cyclopentyloxyethoxy)-6-methoxy-3,4-dihydroquinazolin-4... The reactants are [F-].C(CCC)[N+](CCCC)(CCCC)CCCC (tetrabutylammonium fluoride), C(C)[Si](O[C@@H]([C@H](CO)C)CCC)(CC)CC ((2S,3R)-3-(Triethylsilyloxy)-2-methylhexan-1-ol), 3h. Solvent: CCOCC (Et2O). The product is C[C@H](CO)[C@@H](CCC)O ((2R,3R)-2-methylhexan-1,3-diol). The yield is 52.0%. Reaction SMILES: C([Si](CC)(CC)[O:4][C@H:5]([CH2:10][CH2:11][CH3:12])[C@@H:6]([CH3:9])[CH2:7][OH:8])C.[F-].C([N+](CCCC)(CCCC)CCCC)CCC>CCOCC>[CH3:9][C@@H:6]([C@H:5]([OH:4])[CH2:10][CH2:11][CH3:12])[CH2:7][OH:8] |f:1.2|. Procedure: Alcohol 24 (100.0 mg, 0.4057 mmol) was dissolved in 2.0 ml of Et2O and treated with 676 mg of tetrabutylammonium fluoride on silica (1.2 mmol/g, 0.8112 mmol, 2.0 eq) and stirred at 25° C. for 3h at which time alumina (acidic, ca. 1 g) was added. The slurry was filtered through a pad of Celite, concentrated and chromatographed (25 g SiO2, 60% CH2Cl2 /40% EtOac) to yield 27.9 mg of diol 26 (52%) which was protected for characterization. Diol 26 (27.9 mg, 0.211 mmol) was dissolved in 5.0 ml of THF,... Reactants: C1CCOC1, COCOc1ccc(-c2c(C)c3ccc(OCOC)cc3oc2=O)c(OCOC)c1, CC(C)NC(C)C, O=COc1ccccc1. Yields the product COCOc1ccc(-c2c(CC=O)c3ccc(OCOC)cc3oc2=O)c(OCOC)c1. RXN SMILES: [CH2:47]1[O:48][CH2:49][CH2:50][CH2:51]1.[CH3:8][O:9][CH2:10][O:11][c:12]1[c:13](-[c:22]2[c:23](=[O:37])[o:24][c:25]3[cH:26][c:27]([O:33][CH2:34][O:35][CH3:36])[cH:28][cH:29][c:30]3[c:31]2[CH3:32])[cH:14][cH:15][c:16]([O:18][CH2:19][O:20][CH3:21])[cH:17]1.[CH:1]([NH:2][CH:3]([CH3:4])[CH3:5])([CH3:6])[CH3:7].[CH:38](=[O:39])[O:40][c:41]1[cH:42][cH:43][cH:44][cH:45][cH:46]1>>[CH3:8][O:9][CH2:10][O:11][c:12]1[c:13](-[c:22]2[c:23](=[O:37])[o:24][c:25]3[cH:26][c:27]([O:33][CH2:34][O:35][CH3:36])[cH:28][cH:29][c:30]3[c:31]2[CH2:32][CH:38]=[O:39])[cH:14][cH:15][c:16]([O:18][CH2:19][O:20][CH3:21])[cH:17]1. Procedure details: A solution of Example 74d (0.41 g, 1.6 mmol) in dimethylformamide (15 mL) was treated with 60% sodium hydride (0.096 g, 2.4 mmol) at room temperature. The reaction mixture was stirred for 30 min, and then was treated with (2-(chloromethoxy)ethyl)trimethylsilane (0.40 g, 2.4 mmol). The reaction mixture was then stirred for 2 hours. It was partitioned between ethyl acetate and water. The aqueous layer was extracted with additional ethyl acetate twice. The combined organic layers were washed with b... The reactants are ClC1=NN(C(C2=C1C=C(N2)C(=O)OCC)=O)C (ethyl 4-chloro-6-methyl-7-oxo-6,7-dihydro-1H-pyrrolo[3,2-d]pyridazine-2-carboxylate), [H-].[Na+] (sodium hydride), ClCOCC[Si](C)(C)C ((2-(chloromethoxy)ethyl)trimethylsilane). Product: ClC1=NN(C(C2=C1C=C(N2COCC[Si](C)(C)C)C(=O)OCC)=O)C (ethyl 4-chloro-6-methyl-7-oxo-1-((2-(trimethylsilyl)ethoxy)methyl)-6,7-dihydro-1H-pyrrolo[3,2-d]pyridazine-2-carboxylate). Isolated yield 81.0%. Run at time 30 minute. The solvent is CN(C=O)C (dimethylformamide). Reaction SMILES: [Cl:1][C:2]1[C:7]2[CH:8]=[C:9]([C:11]([O:13][CH2:14][CH3:15])=[O:12])[NH:10][C:6]=2[C:5](=[O:16])[N:4]([CH3:17])[N:3]=1.[H-].[Na+].Cl[CH2:21][O:22][CH2:23][CH2:24][Si:25]([CH3:28])([CH3:27])[CH3:26]>CN(C)C=O>[Cl:1][C:2]1[C:7]2[CH:8]=[C:9]([C:11]([O:13][CH2:14][CH3:15])=[O:12])[N:10]([CH2:21][O:22][CH2:23][CH2:24][Si:25]([CH3:28])([CH3:27])[CH3:26])[C:6]=2[C:5](=[O:16])[N:4]([CH3:17])[N:3]=1 |f:1.2|.